Task: describe an organic reaction: reactants, conditions, products, and yield. Dataset: the Open Reaction Database (ORD), a public repository of structured organic reaction records Starting materials: C(C)(C)(C)C1=CC=C(C=C1)S (4-(tert-butyl)thiophenol), ClCl (chlorine), ClCl (chlorine). Run in C(Cl)(Cl)(Cl)Cl (carbon tetrachloride), C(Cl)(Cl)(Cl)Cl (carbon tetrachloride). The product is C(C)(C)(C)C1=CC=C(C=C1)SCl (4-(tert-butyl)phenylsulfenyl chloride). Yield: 94.2%. RXN SMILES: [C:1]([C:5]1[CH:10]=[CH:9][C:8]([SH:11])=[CH:7][CH:6]=1)([CH3:4])([CH3:3])[CH3:2].[Cl:12]Cl>C(Cl)(Cl)(Cl)Cl>[C:1]([C:5]1[CH:6]=[CH:7][C:8]([S:11][Cl:12])=[CH:9][CH:10]=1)([CH3:4])([CH3:2])[CH3:3]. Reported procedure: To a mixture of 332 grams (2.0 moles) of 4-(tert-butyl)thiophenol and 800 ml of carbon tetrachloride was slowly added with stirring and cooling a solution of 150 grams (2.0+ moles) of chlorine in 600 ml of carbon tetrachloride at 0° C. After chlorine addition was complete the mixture was stirred at 0°-10° C. for two hours, hydrogen chloride and carbon tetrachloride removed in vacuo and the residue was distilled in a one-foot packed column to give 378 grams of 4-(tert-butyl)phenylsulfenyl chlorid... Reactants: O=C([O-])[O-], CC(C)(C)OC(=O)N1CCCC(CCBr)C1, CCC(C)=O, CC(C)=O, [Cs+], [Cs+], O=C1Nc2ccccc2C12COc1cc3c(cc12)OCO3. Product: CC(C)(C)OC(=O)N1CCCC(CCN2C(=O)C3(COc4cc5c(cc43)OCO5)c3ccccc32)C1. Reaction SMILES: [C:22](=[O:23])([O-:24])[O-:25].[C:28](=[O:29])([O:30][C:31]([CH3:32])([CH3:33])[CH3:34])[N:35]1[CH2:36][CH:37]([CH2:41][CH2:42][Br:43])[CH2:38][CH2:39][CH2:40]1.[CH3:44][C:45](=[O:46])[CH2:47][CH3:48].[CH3:49][C:50](=[O:51])[CH3:52].[Cs+:26].[Cs+:27].[NH:1]1[C:2](=[O:21])[C:3]2([CH2:4][O:5][c:6]3[c:7]2[cH:8][c:9]2[c:10]([cH:14]3)[O:11][CH2:12][O:13]2)[c:15]2[cH:16][cH:17][cH:18][cH:19][c:20]21>>[N:1]1([CH2:42][CH2:41][CH:37]2[CH2:36][N:35]([C:28](=[O:29])[O:30][C:31]([CH3:32])([CH3:33])[CH3:34])[CH2:40][CH2:39][CH2:38]2)[C:2](=[O:21])[C:3]2([CH2:4][O:5][c:6]3[c:7]2[cH:8][c:9]2[c:10]([cH:14]3)[O:11][CH2:12][O:13]2)[c:15]2[cH:16][cH:17][cH:18][cH:19][c:20]21. Reaction conditions: time 2 hour. The product is FC1=CC=C(C=C1)C=1C=NC=C(CO)C1 (5-(4-fluorophenyl)nicotinyl alcohol). Reagents/catalysts: C=1C=CC(=CC1)[P](C=2C=CC=CC2)(C=3C=CC=CC3)[Pd]([P](C=4C=CC=CC4)(C=5C=CC=CC5)C=6C=CC=CC6)([P](C=7C=CC=CC7)(C=8C=CC=CC8)C=9C=CC=CC9)[P](C=1C=CC=CC1)(C=1C=CC=CC1)C=1C=CC=CC1 (tetrakis(triphenylphosphine)palladium(0)). Reactants: FC1=CC=C(C=C1)B(O)O (4-fluorobenzeneboronic acid), C(O)([O-])=O.[Na+] (sodium hydrogen-carbonate), BrC=1C=C(C=NC1)CO (5-bromo-3-hydroxymethylpyridine). Procedure: 13.2 g of 4-fluorobenzeneboronic acid and 10.8 g of sodium hydrogen-carbonate are initially introduced, and a mixture of 16.1 g of 5-bromo-3-hydroxymethylpyridine, 30 ml of water and 60 ml of toluene is added with stirring and under a protective gas. A further 14 ml of water, 28 ml of toluene and 0.5 g of tetrakis(triphenylphosphine)palladium(0) are subsequently added. The reaction mixture is heated to reflux and held at this temperature for 2 hours. After cooling, the mixture is subjected to co... Run in C1(=CC=CC=C1)C (toluene), O (water), C1(=CC=CC=C1)C (toluene), O (water). As a reaction SMILES: [F:1][C:2]1[CH:7]=[CH:6][C:5](B(O)O)=[CH:4][CH:3]=1.C(=O)([O-])O.[Na+].Br[C:17]1[CH:18]=[C:19]([CH2:23][OH:24])[CH:20]=[N:21][CH:22]=1>C1C=CC([P]([Pd]([P](C2C=CC=CC=2)(C2C=CC=CC=2)C2C=CC=CC=2)([P](C2C=CC=CC=2)(C2C=CC=CC=2)C2C=CC=CC=2)[P](C2C=CC=CC=2)(C2C=CC=CC=2)C2C=CC=CC=2)(C2C=CC=CC=2)C2C=CC=CC=2)=CC=1.C1(C)C=CC=CC=1.O>[F:1][C:2]1[CH:7]=[CH:6][C:5]([C:17]2[CH:22]=[N:21][CH:20]=[C:19]([CH:18]=2)[CH2:23][OH:24])=[CH:4][CH:3]=1 |f:1.2,^1:28,30,49,68|. Reactants: C(C)OC=1C=C(C=C(C1OCC1=CC(=CC=C1)OC)[N+](=O)[O-])C1C(=C(NC=2CC(CC(C12)=O)CCC)C)C#N (4-[3-ethoxy-4-(3-methoxy-benzyloxy)-5-nitro-phenyl]-2-methyl-5-oxo-7-propyl-1,4,5,6,7,8-hexahydro-quinoline-3-carbonitrile), C(C)(=O)O (acetic acid). Reported procedure: A solution of 4-[3-ethoxy-4-(3-methoxy-benzyloxy)-5-nitro-phenyl]-2-methyl-5-oxo-7-propyl-1,4,5,6,7,8-hexahydro-quinoline-3-carbonitrile and acetic acid (1.3 ml) in THF (33 ml) was cooled to 0° C. Zinc dust (3.02 g) was added in portions under vigorous stirring. The mixture was allowed to reach room temperature and stirred for 1 h. The mixture was then filtered and concentrated in vacuo. The residue was dissolved in dichloromethane and washed with sat. aq. NaHCO3. The organic layer was dried (Mg... Reagents/catalysts: [Zn] (Zinc). Product: NC=1C=C(C=C(C1OCC1=CC(=CC=C1)OC)OCC)C1C(=C(NC=2CC(CC(C12)=O)CCC)C)C#N (4-[3-Amino-5-ethoxy-4-(3-methoxy-benzyloxy)-phenyl]-2-methyl-5-oxo-7-propyl-1,4,5,6,7,8-hexahydro-quinoline-3-carbonitrile). As a reaction SMILES: [CH2:1]([O:3][C:4]1[CH:5]=[C:6]([CH:23]2[C:32]3[C:31](=[O:33])[CH2:30][CH:29]([CH2:34][CH2:35][CH3:36])[CH2:28][C:27]=3[NH:26][C:25]([CH3:37])=[C:24]2[C:38]#[N:39])[CH:7]=[C:8]([N+:20]([O-])=O)[C:9]=1[O:10][CH2:11][C:12]1[CH:17]=[CH:16][CH:15]=[C:14]([O:18][CH3:19])[CH:13]=1)[CH3:2].C(O)(=O)C>C1COCC1.[Zn]>[NH2:20][C:8]1[CH:7]=[C:6]([CH:23]2[C:32]3[C:31](=[O:33])[CH2:30][CH:29]([CH2:34][CH2:35][CH3:36])[CH2:28][C:27]=3[NH:26][C:25]([CH3:37])=[C:24]2[C:38]#[N:39])[CH:5]=[C:4]([O:3][CH2:1][CH3:2])[C:9]=1[O:10][CH2:11][C:12]1[CH:17]=[CH:16][CH:15]=[C:14]([O:18][CH3:19])[CH:13]=1. Conditions: time 1 hour. Solvent: C1CCOC1 (THF). Yields the product NC1=C(C=NN1C1=CC2=C(NC(=N2)C)C=C1)C(=O)C=1N(C2=CC(=CC=C2C1)NS(=O)(=O)C)S(=O)(=O)C1=CC=C(C=C1)C (N-[2-[5-amino-1-(2-methyl-1H-benzimidazol-5-yl)-1H-pyrazole-4-carbonyl]-1-(toluene-4-sulfonyl)-1H-indol-6-yl]methanesulfonamide). Reactants: [Cl-].[NH4+] (ammonium chloride), NC1=C(C=NN1C1=CC2=C(NC(=N2)C)C=C1)C(=O)C=1N(C2=CC(=CC=C2C1)I)S(=O)(=O)C1=CC=C(C=C1)C ([5-Amino-1-(2-methyl-1H-benzimidazol-5-yl)-1H-pyrazol-4-yl]-[6-iodo-1-(toluene-4-sulfonyl)-1H-indol-2-yl]-methanone), CS(=O)(=O)N (methanesulfonamide), N(C)CC(=O)O (sarcosine), P(=O)([O-])([O-])[O-].[K+].[K+].[K+] (tripotassium phosphate). Reaction conditions: temperature 140 celsius, time 30 minute. As a reaction SMILES: [NH2:1][C:2]1[N:6]([C:7]2[CH:16]=[CH:15][C:10]3[NH:11][C:12]([CH3:14])=[N:13][C:9]=3[CH:8]=2)[N:5]=[CH:4][C:3]=1[C:17]([C:19]1[N:20]([S:29]([C:32]2[CH:37]=[CH:36][C:35]([CH3:38])=[CH:34][CH:33]=2)(=[O:31])=[O:30])[C:21]2[C:26]([CH:27]=1)=[CH:25][CH:24]=[C:23](I)[CH:22]=2)=[O:18].[CH3:39][S:40]([NH2:43])(=[O:42])=[O:41].N(CC(O)=O)C.P([O-])([O-])([O-])=O.[K+].[K+].[K+].[Cl-].[NH4+]>CN1CCCC1=O.[Cu]I>[NH2:1][C:2]1[N:6]([C:7]2[CH:16]=[CH:15][C:10]3[NH:11][C:12]([CH3:14])=[N:13][C:9]=3[CH:8]=2)[N:5]=[CH:4][C:3]=1[C:17]([C:19]1[N:20]([S:29]([C:32]2[CH:37]=[CH:36][C:35]([CH3:38])=[CH:34][CH:33]=2)(=[O:31])=[O:30])[C:21]2[C:26]([CH:27]=1)=[CH:25][CH:24]=[C:23]([NH:43][S:40]([CH3:39])(=[O:42])=[O:41])[CH:22]=2)=[O:18] |f:3.4.5.6,7.8|. Procedure details: [5-Amino-1-(2-methyl-1H-benzimidazol-5-yl)-1H-pyrazol-4-yl]-[6-iodo-1-(toluene-4-sulfonyl)-1H-indol-2-yl]-methanone (80.3 mg, 0.126 mmol), copper (I) iodide (37.5 mg, 0.197 mmol), methanesulfonamide (37.5 mg, 0.394 mmol), sarcosine (36.2 mg, 0.406 mmol), and tripotassium phosphate (86.0 mg, 9.405 mmol) were dissolved in anhydrous 1-methyl-2-pyrrolidinone (0.36 ml), and heated at 140° C. with stirring under an argon atmosphere for 30 minutes. The reaction mixture was added dropwise to an aqueous ... Run in CN1C(CCC1)=O (1-methyl-2-pyrrolidinone). Reagents/catalysts: [Cu]I (copper (I) iodide). Isolated yield 24.0%. Starting materials: C(C1=CC=CC=C1)[C@@H]([C@H](C[C@@H](C)C(NCCC(C)(C)C)=O)O)NC(C1=CC(=C(C=C1)F)Br)=O (N-[(1S,2S,4R)-1-Benzyl-4-(3,3-dimethylbutylcarbamoyl)-2-hydroxypentyl]-3-bromo-4-fluorobenzamide), C([O-])([O-])=O.[Cs+].[Cs+] (caesium carbonate), N1C(CCC1)=O (2-pyrrolidinone), CC1(C2=CC=CC(=C2OC=2C(=CC=CC12)P(C1=CC=CC=C1)C1=CC=CC=C1)P(C1=CC=CC=C1)C1=CC=CC=C1)C (9,9-dimethyl-4,5-bis(diphenylphosphino)xanthene). Reagents/catalysts: C=1C=CC(=CC1)/C=C/C(=O)/C=C/C2=CC=CC=C2.C=1C=CC(=CC1)/C=C/C(=O)/C=C/C2=CC=CC=C2.C=1C=CC(=CC1)/C=C/C(=O)/C=C/C2=CC=CC=C2.[Pd].[Pd] (tris(dibenzylideneacetone)dipalladium). The product is C(C1=CC=CC=C1)[C@@H]([C@H](C[C@@H](C)C(NCCC(C)(C)C)=O)O)NC(C1=CC(=C(C=C1)F)N1C(CCC1)=O)=O (N-[(1S,2S,4R)-1-Benzyl-4-(3,3-dimethylbutylcarbamoyl)-2-hydroxypentyl]-4-fluoro-3-(2-oxopyrrolidin-1-yl)-benzamide). Yield: 41.2%. As a reaction SMILES: [CH2:1]([C@H:8]([NH:23][C:24](=[O:33])[C:25]1[CH:30]=[CH:29][C:28]([F:31])=[C:27](Br)[CH:26]=1)[C@@H:9]([OH:22])[CH2:10][C@H:11]([C:13](=[O:21])[NH:14][CH2:15][CH2:16][C:17]([CH3:20])([CH3:19])[CH3:18])[CH3:12])[C:2]1[CH:7]=[CH:6][CH:5]=[CH:4][CH:3]=1.C(=O)([O-])[O-].[Cs+].[Cs+].[NH:40]1[CH2:44][CH2:43][CH2:42][C:41]1=[O:45].CC1(C)C2C=CC=C(P(C3C=CC=CC=3)C3C=CC=CC=3)C=2OC2C1=CC=CC=2P(C1C=CC=CC=1)C1C=CC=CC=1>C1C=CC(/C=C/C(/C=C/C2C=CC=CC=2)=O)=CC=1.C1C=CC(/C=C/C(/C=C/C2C=CC=CC=2)=O)=CC=1.C1C=CC(/C=C/C(/C=C/C2C=CC=CC=2)=O)=CC=1.[Pd].[Pd]>[CH2:1]([C@H:8]([NH:23][C:24](=[O:33])[C:25]1[CH:30]=[CH:29][C:28]([F:31])=[C:27]([N:40]2[CH2:44][CH2:43][CH2:42][C:41]2=[O:45])[CH:26]=1)[C@@H:9]([OH:22])[CH2:10][C@H:11]([C:13](=[O:21])[NH:14][CH2:15][CH2:16][C:17]([CH3:20])([CH3:19])[CH3:18])[CH3:12])[C:2]1[CH:7]=[CH:6][CH:5]=[CH:4][CH:3]=1 |f:1.2.3,6.7.8.9.10|. Procedure details: A mixture of N-[(1S,2S,4R)-1-benzyl-4-(3,3-dimethylbutylcarbamoyl)-2-hydroxypentyl]-3-bromo-4-fluoro-benzamide (126 mg, 0.24 mmol) (D3), caesium carbonate (117 mg, 0.36 mmol), 2-pyrrolidinone (1 ml of 0.36M solution in 1,4-dioxan, 0.36 mmol), 9,9-dimethyl-4,5-bis(diphenylphosphino)xanthene (1 ml of 0.015M solution in 1,4-dioxan) and tris(dibenzylideneacetone)dipalladium (0) (1 ml of 0.005M solution in 1,4-dioxan, 0.01 mmol of Pd) was refluxed under argon for 40 h. After cooling, the mixture was ...